This data is from the Open Reaction Database (ORD), a public repository of structured organic reaction records. The task is: describe an organic reaction: reactants, conditions, products, and yield As a reaction SMILES: [Br:11][c:12]1[c:13]([CH2:22][Br:23])[c:14]([Br:21])[cH:15][c:16]([N+:18](=[O:19])[O-:20])[cH:17]1.[CH3:1][O:2][c:3]1[cH:4][cH:5][c:6]([CH2:7][NH2:8])[cH:9][cH:10]1.[K+:24].[K+:25].[O-:26][C:27]([O-:28])=[O:29].[O:30]=[CH:31][N:32]([CH3:33])[CH3:34]>>[CH3:1][O:2][c:3]1[cH:4][cH:5][c:6]([CH2:7][NH:8][CH2:22][c:13]2[c:12]([Br:11])[cH:17][c:16]([N+:18](=[O:19])[O-:20])[cH:15][c:14]2[Br:21])[cH:9][cH:10]1. Reactants: O=[N+]([O-])c1cc(Br)c(CBr)c(Br)c1, COc1ccc(CN)cc1, [K+], [K+], O=C([O-])[O-], CN(C)C=O. Product: COc1ccc(CNCc2c(Br)cc([N+](=O)[O-])cc2Br)cc1. Reactants: compound B, ClC1=C(C=CC(=C1)OC)C1=CC2=C(N(C3=CC=CC=C23)C)N(C1=O)C (3-(2-chloro-4-methoxyphenyl)-1,9-dimethyl-1,9-dihydropyrido[2,3-b]indol-2-one), C(C)(=O)Cl (acetyl chloride). Product: C(C)(=O)C=1C=C2C3=C(N(C2=CC1)C)N(C(C(=C3)C3=C(C=C(C=C3)OC)Cl)=O)C (6-Acetyl-3-(2-chloro-4-methoxy-phenyl)-1,9-dimethyl-1,9-dihydropyrido[2,3-b]indol-2-one). Reaction SMILES: [Cl:1][C:2]1[CH:7]=[C:6]([O:8][CH3:9])[CH:5]=[CH:4][C:3]=1[C:10]1[C:23](=[O:24])[N:22]([CH3:25])[C:13]2[N:14]([CH3:21])[C:15]3[C:20]([C:12]=2[CH:11]=1)=[CH:19][CH:18]=[CH:17][CH:16]=3.[C:26](Cl)(=[O:28])[CH3:27]>>[C:26]([C:18]1[CH:19]=[C:20]2[C:15](=[CH:16][CH:17]=1)[N:14]([CH3:21])[C:13]1[N:22]([CH3:25])[C:23](=[O:24])[C:10]([C:3]3[CH:4]=[CH:5][C:6]([O:8][CH3:9])=[CH:7][C:2]=3[Cl:1])=[CH:11][C:12]2=1)(=[O:28])[CH3:27]. Reported procedure: The process is carried out as indicated in Example 60 above, using compound B: 3-(2-chloro-4-methoxyphenyl)-1,9-dimethyl-1,9-dihydropyrido[2,3-b]indol-2-one and acetyl chloride. Reactants: Cl.N[C@@H]1CC[C@H](CC1)NC(=O)C1=C(NC=2C1=NC=CC2C2=C(C=CC(=C2)OC)OCC2CC2)C (N-(trans-4-aminocyclohexyl)-7-[2-(cyclopropylmethoxy)-5-methoxyphenyl]-2-methyl-1H-pyrrolo[3,2-b]pyridine-3-carboxamide hydrochloride), C(CC)(=O)Cl (propionyl chloride). Product: C1(CC1)COC1=C(C=C(C=C1)OC)C1=C2C(=NC=C1)C(=C(N2)C)C(=O)N[C@@H]2CC[C@H](CC2)NC(CC)=O (7-[2-(Cyclopropylmethoxy)-5-methoxyphenyl]-2-methyl-N-[trans-4-(propanoylamino)cyclohexyl]-1H-pyrrolo[3,2-b]pyridine-3-carboxamide). RXN SMILES: Cl.[NH2:2][C@H:3]1[CH2:8][CH2:7][C@H:6]([NH:9][C:10]([C:12]2[C:16]3=[N:17][CH:18]=[CH:19][C:20]([C:21]4[CH:26]=[C:25]([O:27][CH3:28])[CH:24]=[CH:23][C:22]=4[O:29][CH2:30][CH:31]4[CH2:33][CH2:32]4)=[C:15]3[NH:14][C:13]=2[CH3:34])=[O:11])[CH2:5][CH2:4]1.[C:35](Cl)(=[O:38])[CH2:36][CH3:37]>>[CH:31]1([CH2:30][O:29][C:22]2[CH:23]=[CH:24][C:25]([O:27][CH3:28])=[CH:26][C:21]=2[C:20]2[CH:19]=[CH:18][N:17]=[C:16]3[C:12]([C:10]([NH:9][C@H:6]4[CH2:7][CH2:8][C@H:3]([NH:2][C:35](=[O:38])[CH2:36][CH3:37])[CH2:4][CH2:5]4)=[O:11])=[C:13]([CH3:34])[NH:14][C:15]=23)[CH2:32][CH2:33]1 |f:0.1|. Procedure: Starting from N-(trans-4-aminocyclohexyl)-7-[2-(cyclopropylmethoxy)-5-methoxyphenyl]-2-methyl-1H-pyrrolo[3,2-b]pyridine-3-carboxamide hydrochloride (example D.f15) and commercially available propionyl chloride the title compound is obtained as colorless solid. The reactants are CC(C)(C)[Si](C)(C)Cl, CN(C)C=O, O, O=C(OCCCCl)c1cccc(O)c1, c1c[nH]cn1. Product: CC(C)(C)[Si](C)(C)Oc1cccc(C(=O)OCCCCl)c1. RXN SMILES: [C:15]([CH3:16])([CH3:17])([CH3:18])[Si:19]([CH3:20])([CH3:21])[Cl:22].[O:28]=[CH:29][N:30]([CH3:31])[CH3:32].[OH2:33].[OH:1][c:2]1[cH:3][c:4]([C:5](=[O:6])[O:7][CH2:8][CH2:9][CH2:10][Cl:11])[cH:12][cH:13][cH:14]1.[nH:23]1[cH:24][cH:25][n:26][cH:27]1>>[O:1]([c:2]1[cH:3][c:4]([C:5](=[O:6])[O:7][CH2:8][CH2:9][CH2:10][Cl:11])[cH:12][cH:13][cH:14]1)[Si:19]([C:15]([CH3:16])([CH3:17])[CH3:18])([CH3:20])[CH3:21]. Reactants: C(C)(C)(C)OC(NC1CCNCC1)=O (Piperidin-4-yl-carbamic acid tert-butyl ester), ClC(S(=O)(=O)OCC(F)(F)F)(Cl)Cl (2,2,2,-trifluoroethyl trichloromethane sulfonate), C([O-])([O-])=O.[K+].[K+] (potassium carbonate). Solvent: CC(=O)C (acetone). Conditions: time 17 hour. The product is C(C)(C)(C)OC(NC1CCN(CC1)CC(F)(F)F)=O ([1-(2,2,2-trifluoroethyl)piperidin-4-yl]-carbamic acid tert-butyl ester). RXN SMILES: [C:1]([O:5][C:6](=[O:14])[NH:7][CH:8]1[CH2:13][CH2:12][NH:11][CH2:10][CH2:9]1)([CH3:4])([CH3:3])[CH3:2].ClC(Cl)(Cl)S(O[CH2:21][C:22]([F:25])([F:24])[F:23])(=O)=O.C(=O)([O-])[O-].[K+].[K+]>CC(C)=O>[C:1]([O:5][C:6](=[O:14])[NH:7][CH:8]1[CH2:13][CH2:12][N:11]([CH2:21][C:22]([F:25])([F:24])[F:23])[CH2:10][CH2:9]1)([CH3:4])([CH3:2])[CH3:3] |f:2.3.4|. Procedure details: Piperidin-4-yl-carbamic acid tert-butyl ester (commercially available from ASTATECH) (5 g, 24.96 mmol), 2,2,2,-trifluoroethyl trichloromethane sulfonate (7.03 g, 1 equivalent), and potassium carbonate (4.1 g, 1.2 eq) were taken up in acetone (80 mL) and heated at reflux with stirring for 17 hours. The solvent was removed under reduced pressure at 40° C. and ethyl acetate and water were added to the residue. The layers were partitioned and then separated. The organic layer was washed with water a...